Dataset: the Open Reaction Database (ORD), a public repository of structured organic reaction records. Task: describe an organic reaction: reactants, conditions, products, and yield Reactants: ClC1=NC=C(C=N1)[N+](=O)[O-] (2-chloro-5-nitropyrimidine), N1CC(CCC1)NC(OC(C)(C)C)=O (tert-butyl piperidin-3-ylcarbamate). Yields the product NC=1C=NC(=NC1)N1CC(CCC1)NC(OC(C)(C)C)=O (tert-butyl 1-(5-aminopyrimidin-2-yl)piperidin-3-ylcarbamate). Isolated yield 83.8%. Reaction SMILES: Cl[C:2]1[N:7]=[CH:6][C:5]([N+:8]([O-])=O)=[CH:4][N:3]=1.[NH:11]1[CH2:16][CH2:15][CH2:14][CH:13]([NH:17][C:18](=[O:24])[O:19][C:20]([CH3:23])([CH3:22])[CH3:21])[CH2:12]1>>[NH2:8][C:5]1[CH:4]=[N:3][C:2]([N:11]2[CH2:16][CH2:15][CH2:14][CH:13]([NH:17][C:18](=[O:24])[O:19][C:20]([CH3:22])([CH3:21])[CH3:23])[CH2:12]2)=[N:7][CH:6]=1. Procedure: Following General procedure H, 2-chloro-5-nitropyrimidine (500 mg, 3.1 mmol) was reacted with tert-butyl piperidin-3-ylcarbamate (683 mg, 3.5 mmol) followed by reduction to afford the desired product (762 mg, 84%) as a purple solid: ESI MS m/z 294 [C14H23N5O2+H]+.